The task is: describe an organic reaction: reactants, conditions, products, and yield. This data is from the Open Reaction Database (ORD), a public repository of structured organic reaction records. Reactants: NC1CCN(CC1)CC1=CC2=CC=CC=C2C=C1 (4-Amino-1-(naphth-2-ylmethyl)piperidine), C(C1=CC=CC=C1)(=O)N=C=S (benzoylisothiocyanate). Run in C1(=CC=CC=C1)C (toluene). Yields the product C(C1=CC=CC=C1)(=O)NC(=S)NC1CCN(CC1)CC1=CC2=CC=CC=C2C=C1 (1-Benzoyl-3-[1-(naphth-2-ylmethyl)piperid-4-yl]thiourea). As a reaction SMILES: [NH2:1][CH:2]1[CH2:7][CH2:6][N:5]([CH2:8][C:9]2[CH:18]=[CH:17][C:16]3[C:11](=[CH:12][CH:13]=[CH:14][CH:15]=3)[CH:10]=2)[CH2:4][CH2:3]1.[C:19]([N:27]=[C:28]=[S:29])(=[O:26])[C:20]1[CH:25]=[CH:24][CH:23]=[CH:22][CH:21]=1>C1(C)C=CC=CC=1>[C:19]([NH:27][C:28]([NH:1][CH:2]1[CH2:3][CH2:4][N:5]([CH2:8][C:9]2[CH:18]=[CH:17][C:16]3[C:11](=[CH:12][CH:13]=[CH:14][CH:15]=3)[CH:10]=2)[CH2:6][CH2:7]1)=[S:29])(=[O:26])[C:20]1[CH:25]=[CH:24][CH:23]=[CH:22][CH:21]=1. Procedure details: 4-Amino-1-(naphth-2-ylmethyl)piperidine (1.0 g, 0.0042 m) and benzoylisothiocyanate (0.69 g, 0.0042 m) in toluene (120 cm3) was stirred at room temperature for 6 hours. The solvent was evaporated and the gum dissolved in isopropyl alcohol and acidified with ethanolic HCl. The solvent was evaporated and the residue dissolved in ethyl acetate. The title compound crystallised and was filtered and dried as the monohydrochloride quarterhydrate salt, m.p. 212°-214° C.